This data is from the Open Reaction Database (ORD), a public repository of structured organic reaction records. The task is: describe an organic reaction: reactants, conditions, products, and yield Starting materials: C1CCOC1, CNC, CCN(C(C)C)C(C)C, O=S(=O)(Cl)c1ccc(F)c(Cl)c1, ClCCl, Cl, O. Yields the product CN(C)S(=O)(=O)c1ccc(F)c(Cl)c1. RXN SMILES: [CH2:4]1[O:5][CH2:6][CH2:7][CH2:8]1.[CH3:1][NH:2][CH3:3].[CH:9]([N:10]([CH2:11][CH3:12])[CH:13]([CH3:14])[CH3:15])([CH3:16])[CH3:17].[Cl:18][c:19]1[cH:20][c:21]([S:26](=[O:27])(=[O:28])[Cl:29])[cH:22][cH:23][c:24]1[F:25].[Cl:31][CH2:32][Cl:33].[ClH:30].[OH2:34]>>[CH3:1][N:2]([CH3:3])[S:26]([c:21]1[cH:20][c:19]([Cl:18])[c:24]([F:25])[cH:23][cH:22]1)(=[O:27])=[O:28]. Reactants: C=CCCCCCCCCCC (1-dodecene), CC(CCCCC=C)C (7-methyl-1-octene), olefin. Yields the product CC(C)CCCCC=CCCCCCCCCCC (2-methyl-7-octadecene). RXN SMILES: [CH2:1]=[CH:2][CH2:3][CH2:4][CH2:5][CH2:6][CH2:7][CH2:8][CH2:9][CH2:10]CC.[CH3:13][CH:14]([CH3:21])[CH2:15][CH2:16][CH2:17][CH2:18][CH:19]=[CH2:20]>>[CH3:13][CH:14]([CH2:15][CH2:16][CH2:17][CH2:18][CH:19]=[CH:20][CH2:1][CH2:2][CH2:3][CH2:4][CH2:5][CH2:6][CH2:7][CH2:8][CH2:9][CH3:10])[CH3:21]. Reported procedure: In the manner described in Example 4, 110 g. (0.66 mole) of 1-dodecene and 16 g. (0.13 mole) of 7-methyl-1-octene are reacted at a reaction temperature of 100° C. After 21/2 hours and a throughput of 200 ml. of olefin mixture per hour, 8.7% by weight of 2-methyl-7-octadecene is obtained. The extractor contains in this case 26.6 g. of the catalyst described in Example 4. Starting materials: C(C)OC(C(CC(C1=CC=CC=C1)=O)C(=O)C1CCC(CC1)CCC)=O (4-oxo-4-phenyl-2-(4-propyl-cyclohexanecarbonyl)-butyric acid ethyl ester), [OH-].[Na+] (sodium hydroxide). The reagents and catalysts are S(=O)(=O)(O)[O-].C(CCC)[N+](CCCC)(CCCC)CCCC (tetra-n-butylammonium hydrogen sulfate). Run in C1(=CC=CC=C1)C (toluene), [Cl-].[Na+].O (brine). Yields the product C1(=CC=CC=C1)C(CCC(=O)C1CCC(CC1)CCC)=O (1-phenyl-4-(4-propyl-cyclohexyl)-butane-1,4-dione). Isolated yield 23.6%. As a reaction SMILES: C(OC(=O)[CH:5]([C:15]([CH:17]1[CH2:22][CH2:21][CH:20]([CH2:23][CH2:24][CH3:25])[CH2:19][CH2:18]1)=[O:16])[CH2:6][C:7](=[O:14])[C:8]1[CH:13]=[CH:12][CH:11]=[CH:10][CH:9]=1)C.[OH-].[Na+]>C1(C)C=CC=CC=1.S([O-])(O)(=O)=O.C([N+](CCCC)(CCCC)CCCC)CCC.[Cl-].[Na+].O>[C:8]1([C:7](=[O:14])[CH2:6][CH2:5][C:15]([CH:17]2[CH2:18][CH2:19][CH:20]([CH2:23][CH2:24][CH3:25])[CH2:21][CH2:22]2)=[O:16])[CH:13]=[CH:12][CH:11]=[CH:10][CH:9]=1 |f:1.2,4.5,6.7.8|. Reported procedure: To a solution of 7.63 g (21.3 mmol) 4-oxo-4-phenyl-2-(4-propyl-cyclohexanecarbonyl)-butyric acid ethyl ester in 66 mL toluene was added 36 mL 3M aqueous sodium hydroxide and 0.32 g (0.96 mmol) tetra-n-butylammonium hydrogen sulfate. The reaction was heated to reflux over 16 hr, allowed to cool and poured into brine. The solution was extracted two times with ether and concentrated to give an oil. The crude product was chromatographed on silica to give 1.44 g 1-phenyl-4-(4-propyl-cyclohexyl)-butan...